Dataset: the Open Reaction Database (ORD), a public repository of structured organic reaction records. Task: describe an organic reaction: reactants, conditions, products, and yield As a reaction SMILES: [O-:1][C:2]1C=CC=CC=1.[O-:8][C:9]1[CH:14]=[CH:13][CH:12]=[CH:11][CH:10]=1.[Mg+2].[CH2:16]=[O:17]>>[CH2:2]=[O:1].[CH:9](=[O:8])[C:10]1[C:16](=[CH:14][CH:13]=[CH:12][CH:11]=1)[OH:17] |f:0.1.2|. Starting materials: C=O (formaldehyde), [O-]C1=CC=CC=C1.[O-]C1=CC=CC=C1.[Mg+2] (magnesium bis-phenoxide). Reported procedure: reacting magnesium bis-phenoxide with formaldehyde or a formaldehyde-liberating compound under substantially anhydrous conditions to form the magnesium salt of salicylaldehyde, said magnesium bis-phenoxide having been obtained by reacting phenol with a magnesium alkoxide of formula 4; Product: C=O (formaldehyde), magnesium salt, C(C=1C(O)=CC=CC1)=O (salicylaldehyde). Reactants: C(C1=CC=CC=C1)N1N=C2C(=CC=CC2=C1C=1C=C(C=CC1)O)C(F)(F)F (3-(2-Benzyl-7-trifluoromethyl-2H-indazol-3-yl)-phenol), COC(C(C)(C1=CC(=CC=C1)B1OC(C(O1)(C)C)(C)C)C)=O (2-methyl-2-[3-(4,4,5,5-tetramethyl-[1,3,2]dioxaborolan-2-yl)-phenyl]-propionic acid methyl ester), N1=CC=CC=C1 (pyridine). The reagents and catalysts are CC(=O)[O-].CC(=O)[O-].[Cu+2] (Cu(OAc)2). Run in C(Cl)Cl (CH2Cl2), Cl (HCl). Conditions: time 8 hour. Yields the product COC(C(C)(C)C1=CC(=CC=C1)OC1=CC(=CC=C1)C=1N(N=C2C(=CC=CC12)C(F)(F)F)CC1=CC=CC=C1)=O (2-(3-{3-[2-benzyl-7-(trifluoromethyl)-2H-indazol-3-yl]phenoxy}phenyl)-2-methylpropanoic acid methyl ester). RXN SMILES: [CH2:1]([N:8]1[C:16]([C:17]2[CH:18]=[C:19]([OH:23])[CH:20]=[CH:21][CH:22]=2)=[C:15]2[C:10]([C:11]([C:24]([F:27])([F:26])[F:25])=[CH:12][CH:13]=[CH:14]2)=[N:9]1)[C:2]1[CH:7]=[CH:6][CH:5]=[CH:4][CH:3]=1.[CH3:28][O:29][C:30](=[O:49])[C:31]([CH3:48])([C:33]1[CH:38]=[CH:37][CH:36]=[C:35](B2OC(C)(C)C(C)(C)O2)[CH:34]=1)[CH3:32].N1C=CC=CC=1>C(Cl)Cl.Cl.CC([O-])=O.CC([O-])=O.[Cu+2]>[CH3:28][O:29][C:30](=[O:49])[C:31]([C:33]1[CH:34]=[CH:35][CH:36]=[C:37]([O:23][C:19]2[CH:20]=[CH:21][CH:22]=[C:17]([C:16]3[N:8]([CH2:1][C:2]4[CH:7]=[CH:6][CH:5]=[CH:4][CH:3]=4)[N:9]=[C:10]4[C:15]=3[CH:14]=[CH:13][CH:12]=[C:11]4[C:24]([F:27])([F:25])[F:26])[CH:18]=2)[CH:38]=1)([CH3:48])[CH3:32] |f:5.6.7|. Reported procedure: 3-(2-Benzyl-7-trifluoromethyl-2H-indazol-3-yl)-phenol (96 mg, 0.26 mmol), 2-methyl-2-[3-(4,4,5,5-tetramethyl-[1,3,2]dioxaborolan-2-yl)-phenyl]-propionic acid methyl ester (80 mg, 0.26 mmol), Cu(OAc)2 (47 mg, 0.26 mmol) and pyridine (42 μL, 0.52 mmol) were dissolved in 3 ml anhydrous CH2Cl2 and stirred at room temperature with crushed molsieves (4 Å) overnight. The reaction mixture was diluted with 1 M HCl (aq.) and the product was extracted three times with CH2Cl2. The combined organic phases we...